This data is from the Open Reaction Database (ORD), a public repository of structured organic reaction records. The task is: describe an organic reaction: reactants, conditions, products, and yield Starting materials: [OH-].[Na+] (NaOH), ice water, [N+](=O)([O-])C1=C(C#N)C=CC(=C1)C1=NC=CC=C1C(F)(F)F (2-nitro-4-(3-trifluoromethyl-pyridin-2-yl)-benzonitrile), Cl[Sn]Cl (SnCl2). The solvent is Cl (HCl). Conditions: time 2 hour. Yields the product NC1=C(C#N)C=CC(=C1)C1=NC=CC=C1C(F)(F)F (2-amino-4-(3-trifluoromethyl-pyridin-2-yl)-benzo-nitrile). As a reaction SMILES: [N+:1]([C:4]1[CH:11]=[C:10]([C:12]2[C:17]([C:18]([F:21])([F:20])[F:19])=[CH:16][CH:15]=[CH:14][N:13]=2)[CH:9]=[CH:8][C:5]=1[C:6]#[N:7])([O-])=O.Cl[Sn]Cl.[OH-].[Na+]>Cl>[NH2:1][C:4]1[CH:11]=[C:10]([C:12]2[C:17]([C:18]([F:21])([F:19])[F:20])=[CH:16][CH:15]=[CH:14][N:13]=2)[CH:9]=[CH:8][C:5]=1[C:6]#[N:7] |f:2.3|. Procedure: To an ice-water cooled solution of 2-nitro-4-(3-trifluoromethyl-pyridin-2-yl)-benzonitrile (0.44 mmol) in conc. HCl (6 mL) add SnCl2 (1.457 mmol). Stir the mixture 2 h at room temperature. neutralize with NaOH, extract with EtOAc, dry over Na2SO4, and concentrate under vacuum. Purify the residue by flash chromatography (4:1 hexanes/EtOAc) to give 2-amino-4-(3-trifluoromethyl-pyridin-2-yl)-benzo-nitrile.